This data is from the Open Reaction Database (ORD), a public repository of structured organic reaction records. The task is: describe an organic reaction: reactants, conditions, products, and yield Reactants: CCOC(=O)Cn1ccc2ccc(CC(=O)NCC#Cc3ccc(OC(F)(F)F)cc3)cc21, [Li+], [OH-]. The product is O=C(O)Cn1ccc2ccc(CC(=O)NCC#Cc3ccc(OC(F)(F)F)cc3)cc21. RXN SMILES: [CH2:1]([CH3:2])[O:3][C:4]([CH2:5][n:6]1[cH:7][cH:8][c:9]2[cH:10][cH:11][c:12]([CH2:15][C:16]([NH:17][CH2:18][C:19]#[C:20][c:21]3[cH:22][cH:23][c:24]([O:27][C:28]([F:29])([F:30])[F:31])[cH:25][cH:26]3)=[O:32])[cH:13][c:14]12)=[O:33].[Li+:35].[OH-:34]>>[O:3]=[C:4]([CH2:5][n:6]1[cH:7][cH:8][c:9]2[cH:10][cH:11][c:12]([CH2:15][C:16]([NH:17][CH2:18][C:19]#[C:20][c:21]3[cH:22][cH:23][c:24]([O:27][C:28]([F:29])([F:30])[F:31])[cH:25][cH:26]3)=[O:32])[cH:13][c:14]12)[OH:33]. Starting materials: resultant mixture, ClCC(=O)N1CCN(CC1)C1=CC(=C(C=C1)Cl)OC (2-chloro-1-[4-(4-chloro-3-methoxy-phenyl)-piperazin-1-yl]-ethanone), COC1=CC2=C(NC(O2)=O)C=C1 (6-methoxy-3H-benzooxazol-2-one), C(=O)([O-])[O-].[K+].[K+] (K2CO3). Solvent: CN1CCCC1=O (NMP). Yields the product COC1=CC2=C(N(C(O2)=O)CC(=O)N2CCN(CC2)C2=CC(=C(C=C2)Cl)OC)C=C1 (6-methoxy-3-{2-[4-(4-chloro-3-methoxy-phenyl)-piperazin-1-yl]-2-oxo-ethyl}-3H-benzooxazol-2-one). Reaction SMILES: Cl[CH2:2][C:3]([N:5]1[CH2:10][CH2:9][N:8]([C:11]2[CH:16]=[CH:15][C:14]([Cl:17])=[C:13]([O:18][CH3:19])[CH:12]=2)[CH2:7][CH2:6]1)=[O:4].[CH3:20][O:21][C:22]1[CH:31]=[CH:30][C:25]2[NH:26][C:27](=[O:29])[O:28][C:24]=2[CH:23]=1.C([O-])([O-])=O.[K+].[K+]>CN1C(=O)CCC1>[CH3:20][O:21][C:22]1[CH:31]=[CH:30][C:25]2[N:26]([CH2:2][C:3]([N:5]3[CH2:10][CH2:9][N:8]([C:11]4[CH:16]=[CH:15][C:14]([Cl:17])=[C:13]([O:18][CH3:19])[CH:12]=4)[CH2:7][CH2:6]3)=[O:4])[C:27](=[O:29])[O:28][C:24]=2[CH:23]=1 |f:2.3.4|. Procedure: In a 4 mL vial was added 2-chloro-1-[4-(4-chloro-3-methoxy-phenyl)-piperazin-1-yl]-ethanone (1) (200 mg, 0.66 mmol, 1.0 equiv), 6-methoxy-3H-benzooxazol-2-one (114 mg, 0.69 mmol, 1.05 equiv), K2CO3 (365 mg, 2.64 mmol, 4.0 equiv) and 2.5 mL of NMP. A stir bar was placed in the vial and the vial was then capped. The resultant mixture stirred at 60° C. overnight. The crude product was purified by reversed phase HPLC (acetonitrile —H2O with 0.1% TFA as the eluent) to yield 6-methoxy-3-{2-[4-(4-chlor... The reactants are C=1C=CC=2C=C(C=CC2C1)N (napthylamine), Cl.CN(CCCC(C)N=C=N)C (1-(3-dimethylaminopropyl)-ethylcarbodiimide hydrochloride), BrC1=CC=C(C=C1)C(CC(=O)O)C1=CC=C(C=C1)Cl (3-(4-bromo-phenyl)-3-(4-chloro-phenyl)-propionic acid). Solvent: ClCCl (dichloromethane). Run at time 16 hour. Product: BrC1=CC=C(C=C1)C(CC(=O)NC)C1=CC=C(C=C1)Cl (3-(4-Bromo-phenyl)-3-(4-chloro-phenyl)-N-methyl-propionamide). RXN SMILES: [Br:1][C:2]1[CH:7]=[CH:6][C:5]([CH:8]([C:13]2[CH:18]=[CH:17][C:16]([Cl:19])=[CH:15][CH:14]=2)[CH2:9][C:10](O)=[O:11])=[CH:4][CH:3]=1.C1C=CC2C=[C:25]([NH2:30])C=CC=2C=1.Cl.CN(C)CCCC(N=C=N)C>ClCCl>[Br:1][C:2]1[CH:7]=[CH:6][C:5]([CH:8]([C:13]2[CH:18]=[CH:17][C:16]([Cl:19])=[CH:15][CH:14]=2)[CH2:9][C:10]([NH:30][CH3:25])=[O:11])=[CH:4][CH:3]=1 |f:2.3|. Reported procedure: A mixture of 3-(4-bromo-phenyl)-3-(4-chloro-phenyl)-propionic acid (0.25 g, 0.74 mmol) and 1-hydroxybenatriazole (0.12 g, 0.88 mmol) in dichloromethane (3 ml) was stirred for 15 minutes before addition of napthylamine (40% solution in water, 0.11 μl, 1.47 mmol) and 1-(3-dimethylaminopropyl)-ethylcarbodiimide hydrochloride (0.17 g, 0.88 mmol). The reaction mixture was stirred for 16 hours, solvent removed under reduced pressure and the residue partitioned between ethyl acetate and 1N HCl. The org... The reactants are Cl, O=C(O)CC(NC(=O)Cc1ccccc1)c1cccc([N+](=O)[O-])c1. Yields the product NC(CC(=O)O)c1cccc([N+](=O)[O-])c1. RXN SMILES: [ClH:25].[N+:1](=[O:2])([O-:3])[c:4]1[cH:5][c:6]([CH:10]([CH2:11][C:12](=[O:13])[OH:14])[NH:15][C:16](=[O:17])[CH2:18][c:19]2[cH:20][cH:21][cH:22][cH:23][cH:24]2)[cH:7][cH:8][cH:9]1>>[N+:1](=[O:2])([O-:3])[c:4]1[cH:5][c:6]([CH:10]([CH2:11][C:12](=[O:13])[OH:14])[NH2:15])[cH:7][cH:8][cH:9]1. The reactants are [Cl-].[NH4+] (ammonium chloride), Cl (hydrogen chloride), 1-(12,13-Oxidotridecyl)-3,7-dimethylxanthine, [Mg] (magnesium), II (iodine), C(CCCCCCCCC=C)Br (10-undecenyl bromide), C1CO1 (ethylene oxide). Solvent: O1CCCC1 (tetrahydrofuran), O1CCCC1 (tetrahydrofuran), O1CCCC1 (tetrahydrofuran). Reaction conditions: time 30 minute. Product: C(CCCCCCCCCCC=C)O (12-tridecenyl alcohol). Yield: 60.4%. RXN SMILES: [Mg].II.[CH2:4](Br)[CH2:5][CH2:6][CH2:7][CH2:8][CH2:9][CH2:10][CH2:11][CH2:12][CH:13]=[CH2:14].[CH2:16]1[O:18][CH2:17]1.[Cl-].[NH4+].Cl>O1CCCC1>[CH2:16]([OH:18])[CH2:17][CH2:14][CH2:13][CH2:12][CH2:11][CH2:10][CH2:9][CH2:8][CH2:7][CH2:6][CH:5]=[CH2:4] |f:4.5|. Procedure: This example illustrates a synthesis of 1-(12,13-Oxidotridecyl)-3,7-dimethylxanthine (inventive compound no. 2562). To a suspension of magnesium (4.12 g, 172 mmol) and a crystal of iodine in tetrahydrofuran (40 mL) was added 10-undecenyl bromide (8.00 g, 34.3 mmol) in tetrahydrofuran (30 mL) over 30 minutes and the reaction stirred for a further 30 minutes after the addition was complete. The solution was added via a canula over 5 minutes to a solution of ethylene oxide (2.65 g, 60.0 mmol) in te... Starting materials: Cl (HCl), NC=1C=C(C#N)C=C(C1C#CCC(C(F)(F)F)(CC1(CCOC2=CC=C(C=C12)S(=O)(=O)C)C)O)C (3-amino-5-methyl-4-[5,5,5-trifluoro-4-hydroxy-4-(6-methanesulfonyl-4-methylchroman-4-ylmethyl)pent-1-ynyl]benzonitrile), CN(C(N(C)C)=N)C (tetramethylguanidine), FC(C(=O)OC(C(F)(F)F)=O)(F)F (trifluoroacetic anhydride). The solvent is ClCCl (dichloromethane). Reaction conditions: temperature 140 celsius, time 15 minute. Yields the product CC1=C2C=C(NC2=CC(=C1)C#N)CC(C(F)(F)F)(CC1(CCOC2=CC=C(C=C12)S(=O)(=O)C)C)O (4-Methyl-2-[3,3,3-trifluoro-2-hydroxy-2-(6-methanesulfonyl-4-methylchroman-4-ylmethyl)propyl]-1H-indole-6-carbonitrile). Yield: 7.9%. As a reaction SMILES: [NH2:1][C:2]1[CH:3]=[C:4]([CH:7]=[C:8]([CH3:35])[C:9]=1[C:10]#[C:11][CH2:12][C:13]([OH:34])([CH2:18][C:19]1([CH3:33])[C:28]2[C:23](=[CH:24][CH:25]=[C:26]([S:29]([CH3:32])(=[O:31])=[O:30])[CH:27]=2)[O:22][CH2:21][CH2:20]1)[C:14]([F:17])([F:16])[F:15])[C:5]#[N:6].FC(F)(F)C(OC(=O)C(F)(F)F)=O.CN(C)C(=N)N(C)C.Cl>ClCCl>[CH3:35][C:8]1[CH:7]=[C:4]([C:5]#[N:6])[CH:3]=[C:2]2[C:9]=1[CH:10]=[C:11]([CH2:12][C:13]([OH:34])([CH2:18][C:19]1([CH3:33])[C:28]3[C:23](=[CH:24][CH:25]=[C:26]([S:29]([CH3:32])(=[O:31])=[O:30])[CH:27]=3)[O:22][CH2:21][CH2:20]1)[C:14]([F:17])([F:15])[F:16])[NH:1]2. Procedure details: To a chilled (0° C.) solution of 130 mg (0.25 mmol) of 3-amino-5-methyl-4-[5,5,5-trifluoro-4-hydroxy-4-(6-methanesulfonyl-4-methylchroman-4-ylmethyl)pent-1-ynyl]benzonitrile in 5 mL of dichloromethane was added 105 μL (0.74 mmol) of trifluoroacetic anhydride. After 15 minutes, the reaction was concentrated in vacuo and the residue was diluted with diethyl ether and concentrated in vacuo, three times. The resulting oil was dissolved in 1 mL of DMSO and then 0.09 mL (0.74 mmol) of tetramethylguani... Reactants: O1C(=CC=C1)C(=O)N[C@@H](CC1=CC=CC=C1)C(=O)NCC(=O)NCC(=O)O (2-furoyl-L-phenylalanyl-glycyl-glycine), N1(CCCCC1)CCNC([C@H](CCCN1CCCCC1)N)=O ((S)-2-amino-5-(1-piperidinyl)pentanoic acid N-[2-(1-piperidinyl)ethyl]amide). Yields the product N1(CCCCC1)CCNC([C@H](CCCN1CCCCC1)NC(CNC(CNC([C@@H](NC(=O)C=1OC=CC1)CC1CCCCC1)=O)=O)=O)=O ((S)-2-[(2-furoyl)-β-cyclohexyl-L-alanyl-glycyl-glycyl-amino]-5-(1-piperidinyl)pentanoic acid [2-(1-piperidinyl)ethyl]amide), material. Isolated yield 58.0%. As a reaction SMILES: [O:1]1[CH:5]=[CH:4][CH:3]=[C:2]1[C:6]([NH:8][C@H:9]([C:17]([NH:19][CH2:20][C:21]([NH:23][CH2:24][C:25]([OH:27])=O)=[O:22])=[O:18])[CH2:10][C:11]1[CH:16]=[CH:15][CH:14]=[CH:13][CH:12]=1)=[O:7].[N:28]1([CH2:34][CH2:35][NH:36][C:37](=[O:49])[C@@H:38]([NH2:48])[CH2:39][CH2:40][CH2:41][N:42]2[CH2:47][CH2:46][CH2:45][CH2:44][CH2:43]2)[CH2:33][CH2:32][CH2:31][CH2:30][CH2:29]1>>[N:28]1([CH2:34][CH2:35][NH:36][C:37](=[O:49])[C@@H:38]([NH:48][C:25](=[O:27])[CH2:24][NH:23][C:21](=[O:22])[CH2:20][NH:19][C:17](=[O:18])[C@H:9]([CH2:10][CH:11]2[CH2:12][CH2:13][CH2:14][CH2:15][CH2:16]2)[NH:8][C:6]([C:2]2[O:1][CH:5]=[CH:4][CH:3]=2)=[O:7])[CH2:39][CH2:40][CH2:41][N:42]2[CH2:47][CH2:46][CH2:45][CH2:44][CH2:43]2)[CH2:29][CH2:30][CH2:31][CH2:32][CH2:33]1. Procedure: In the same way as example 1, from 2-furoyl-L-phenylalanyl-glycyl-glycine (23.7 mg, 0.063 mmol) and (S)-2-amino-5-(1-piperidinyl)pentanoic acid N-[2-(1-piperidinyl)ethyl]amide (16.7 mg, 0.054 mmol) synthesized in the same way as reference example 1, (S)-2-[(2-furoyl)-β-cyclohexyl-L-alanyl-glycyl-glycyl-amino]-5-(1-piperidinyl)pentanoic acid [2-(1-piperidinyl)ethyl]amide (20.8 mg) was obtained as a colorless oily material (yield 58%). Reactants: BrC1=C(OC(C2=CC=CC=C12)=O)C(C)O (4-Bromo-3-(1-hydroxyethyl)-1H-isochromen-1-one), BrC1=C(OC(C2=CC=CC=C12)=O)C(C)O (4-Bromo-3-(1-hydroxyethyl)-1H-isochromen-1-one), CC1(OB(OC1(C)C)C1=CC(=CC=C1)C1OC(C(O1)(C)C)(C)C)C (4,4,5,5-tetramethyl-2-(3-(4,4,5,5-tetramethyl-1,3-dioxolan-2-yl)phenyl)-1,3,2-dioxaborolane), X-Phos Pd-G2, [O-]P(=O)([O-])[O-].[K+].[K+].[K+].O (K3PO4.H2O). Solvent: C1CCOC1 (THF). Conditions: time 8 hour. The product is OC(C)C=1OC(C2=CC=CC=C2C1C1=CC(=CC=C1)C1OC(C(O1)(C)C)(C)C)=O (3-(1-hydroxyethyl)-4-(3-(4,4,5,5-tetramethyl-1,3-dioxolan-2-yl)phenyl)-1H-isochromen-1-one). Isolated yield 91.0%. RXN SMILES: Br[C:2]1[C:11]2[C:6](=[CH:7][CH:8]=[CH:9][CH:10]=2)[C:5](=[O:12])[O:4][C:3]=1[CH:13]([OH:15])[CH3:14].CC1(C)C(C)(C)OB([C:24]2[CH:29]=[CH:28][CH:27]=[C:26]([CH:30]3[O:34][C:33]([CH3:36])([CH3:35])[C:32]([CH3:38])([CH3:37])[O:31]3)[CH:25]=2)O1.[O-]P([O-])([O-])=O.[K+].[K+].[K+].O>C1COCC1>[OH:15][CH:13]([C:3]1[O:4][C:5](=[O:12])[C:6]2[C:11]([C:2]=1[C:28]1[CH:29]=[CH:24][CH:25]=[C:26]([CH:30]3[O:31][C:32]([CH3:38])([CH3:37])[C:33]([CH3:36])([CH3:35])[O:34]3)[CH:27]=1)=[CH:10][CH:9]=[CH:8][CH:7]=2)[CH3:14] |f:2.3.4.5.6|. Procedure details: 4-bromo-3-(1-hydroxyethyl)-1H-isochromen-1-one (Intermediate A2, 4.05 g, 15.05 mmol), 4,4,5,5-tetramethyl-2-(3-(4,4,5,5-tetramethyl-1,3-dioxolan-2-yl)phenyl)-1,3,2-dioxaborolane (Intermediate G2, 5 g, 15.05 mmol), X-Phos-Pd-G2 (1.184 g, 1.505 mmol) and K3PO4.H2O (9.81 g, 30.1 mmol) were dispersed in THF (42 ml) and deoxygenated under argon, then water (42 mL) was added and the mixture stirred at rt overnight. The reaction was diluted with AcOEt (250 ml) and washed with 0.2 M of HClaqueous (250 m... Starting materials: N#CCc1ccc(B(O)O)cc1, CC(=O)[O-], CC(=O)[O-], O=S1(=O)NC2CCCN2c2ccc(O)cc21, ClCCl, [Cu+2], c1ccncc1. The product is N#CCc1ccc(Oc2ccc3c(c2)S(=O)(=O)NC2CCCN32)cc1. As a reaction SMILES: [C:17](#[N:18])[CH2:19][c:20]1[cH:21][cH:22][c:23]([B:26]([OH:27])[OH:28])[cH:24][cH:25]1.[C:38]([O-:39])(=[O:40])[CH3:41].[C:43]([O-:44])(=[O:45])[CH3:46].[CH2:1]1[CH2:2][CH2:3][CH:4]2[NH:5][S:6](=[O:15])(=[O:16])[c:7]3[c:8]([cH:10][cH:11][c:12]([OH:14])[cH:13]3)[N:9]12.[CH2:35]([Cl:36])[Cl:37].[Cu+2:42].[cH:29]1[cH:30][cH:31][n:32][cH:33][cH:34]1>>[CH2:1]1[CH2:2][CH2:3][CH:4]2[NH:5][S:6](=[O:15])(=[O:16])[c:7]3[c:8]([cH:10][cH:11][c:12]([O:14][c:23]4[cH:22][cH:21][c:20]([CH2:19][C:17]#[N:18])[cH:25][cH:24]4)[cH:13]3)[N:9]12.